describe an organic reaction: reactants, conditions, products, and yield From a dataset of the Open Reaction Database (ORD), a public repository of structured organic reaction records. The reactants are FC(C(=O)O)(F)F.FC(C(=O)O)(F)F.FC(C(=O)O)(F)F.ClC=1C=NC=2NC=3C=NC=C(CCC4=C(C=CC(NC1N2)=C4)OCCC4CCNCC4)C3 (6-chloro-12-(2-piperidin-4-ylethoxy)-2,4,8,18,22-pentaazatetracyclo[14.3.1.1(3,7).1(9,13)]docosa-1(20),3(22),4,6,9(21),10,12,16,18-nonaene tris(trifluoroacetate)), N(=C=O)C=1SC=CC1 (2-isocyanatothiophene). The product is FC(C(=O)O)(F)F.FC(C(=O)O)(F)F.ClC=1C=NC=2NC=3C=NC=C(CCC4=C(C=CC(NC1N2)=C4)OCCC4CCN(CC4)C(=O)NC=4SC=CC4)C3 (4-(2-{[6-Chloro-2,4,8,18,22-pentaazatetracyclo[14.3.1.1(3,7).1(9,13)]docosa-1(20),3(22),4,6,9(21),10,12,16,18-nonaen-12-yl]oxy}ethyl)-N-2-thienylpiperidine-1-carboxamide bis(trifluoroacetate)). The yield is 20.0%. Reaction SMILES: [F:1][C:2]([F:7])([F:6])[C:3]([OH:5])=[O:4].[F:8][C:9]([F:14])([F:13])[C:10]([OH:12])=[O:11].FC(F)(F)C(O)=O.[Cl:22][C:23]1[CH:24]=[N:25][C:26]2[NH:27][C:28]3[CH:29]=[N:30][CH:31]=[C:32]([CH:53]=3)[CH2:33][CH2:34][C:35]3[CH:43]=[C:39]([NH:40][C:41]=1[N:42]=2)[CH:38]=[CH:37][C:36]=3[O:44][CH2:45][CH2:46][CH:47]1[CH2:52][CH2:51][NH:50][CH2:49][CH2:48]1.[N:54]([C:57]1[S:58][CH:59]=[CH:60][CH:61]=1)=[C:55]=[O:56]>>[F:1][C:2]([F:7])([F:6])[C:3]([OH:5])=[O:4].[F:8][C:9]([F:14])([F:13])[C:10]([OH:12])=[O:11].[Cl:22][C:23]1[CH:24]=[N:25][C:26]2[NH:27][C:28]3[CH:29]=[N:30][CH:31]=[C:32]([CH:53]=3)[CH2:33][CH2:34][C:35]3[CH:43]=[C:39]([NH:40][C:41]=1[N:42]=2)[CH:38]=[CH:37][C:36]=3[O:44][CH2:45][CH2:46][CH:47]1[CH2:48][CH2:49][N:50]([C:55]([NH:54][C:57]2[S:58][CH:59]=[CH:60][CH:61]=2)=[O:56])[CH2:51][CH2:52]1 |f:0.1.2.3,5.6.7|. Procedure details: The desired compound was prepared according to the procedure of Example D41 using 6-chloro-12-(2-piperidin-4-ylethoxy)-2,4,8,18,22-pentaazatetracyclo[14.3.1.1(3,7).1(9,13)]docosa-1(20),3(22),4,6,9(21),10,12,16,18-nonaene tris(trifluoroacetate) and 2-isocyanatothiophene as the starting materials in 20% yield. LCMS for C29H31ClN7O2S (M+H)+: m/z=576.0. Procedure: Starting from 4-[2-(cyclopropylmethoxy)-4-methoxyphenyl]-6-methyl-N-piperidin-4-yl-5H-pyrrolo[3,2-d]pyrimidine-7-carboxamide (example D.f18) and commercially available (2S)-1-chloro-1-oxopropan-2-yl acetate the title compound is obtained as colorless solid. Yields the product C1(CC1)COC1=C(C=CC(=C1)OC)C=1C2=C(N=CN1)C(=C(N2)C)C(=O)NC2CCN(CC2)C([C@H](C)O)=O (4-[2-(Cyclopropylmethoxy)-4-methoxyphenyl]-N-{1-[(2S)-2-hydroxypropanoyl]piperidin-4-yl}-6-methyl-5H-pyrrolo[3,2-d]pyrimidine-7-carboxamide). Reaction SMILES: [CH:1]1([CH2:4][O:5][C:6]2[CH:11]=[C:10]([O:12][CH3:13])[CH:9]=[CH:8][C:7]=2[C:14]2[C:15]3[NH:22][C:21]([CH3:23])=[C:20]([C:24]([NH:26][CH:27]4[CH2:32][CH2:31][NH:30][CH2:29][CH2:28]4)=[O:25])[C:16]=3[N:17]=[CH:18][N:19]=2)[CH2:3][CH2:2]1.C([O:36][C@@H:37]([CH3:41])[C:38](Cl)=[O:39])(=O)C>>[CH:1]1([CH2:4][O:5][C:6]2[CH:11]=[C:10]([O:12][CH3:13])[CH:9]=[CH:8][C:7]=2[C:14]2[C:15]3[NH:22][C:21]([CH3:23])=[C:20]([C:24]([NH:26][CH:27]4[CH2:28][CH2:29][N:30]([C:38](=[O:39])[C@@H:37]([OH:36])[CH3:41])[CH2:31][CH2:32]4)=[O:25])[C:16]=3[N:17]=[CH:18][N:19]=2)[CH2:3][CH2:2]1. Reactants: C1(CC1)COC1=C(C=CC(=C1)OC)C=1C2=C(N=CN1)C(=C(N2)C)C(=O)NC2CCNCC2 (4-[2-(cyclopropylmethoxy)-4-methoxyphenyl]-6-methyl-N-piperidin-4-yl-5H-pyrrolo[3,2-d]pyrimidine-7-carboxamide), C(C)(=O)O[C@H](C(=O)Cl)C ((2S)-1-chloro-1-oxopropan-2-yl acetate). The reactants are O=O (oxygen), C(C=C)(=O)OCC (ethyl acrylate), C12CC3CC(CC(C1)C3)C2 (adamantane), ON1C(C=2C(C1=O)=CC=CC2)=O (N-hydroxyphthalimide), C(C)#N (acetonitrile). Reagents/catalysts: C(C)(=O)[O-].[Co+2].C(C)(=O)[O-] (cobalt(II) acetate). Yields the product C12(CC3CC(CC(C1)C3)C2)CC(C(=O)OCC)O (ethyl 3-(adamant-1-yl)-2-hydroxypropionate), C12(CC3CC(CC(C1)C3)C2)CC(C(=O)OCC)=O (ethyl 3-(adamant-1-yl)-2-oxopropionate), C12(CC3CC(CC(C1)C3)C2)CC(=O)OCC (ethyl 1-adamantaneacetate), ( c ). As a reaction SMILES: [C:1]([O:5][CH2:6][CH3:7])(=[O:4])[CH:2]=[CH2:3].[CH:8]12[CH2:17][CH:12]3[CH2:13][CH:14]([CH2:16][CH:10]([CH2:11]3)[CH2:9]1)[CH2:15]2.[OH:18]N1C(=O)C2=CC=CC=C2C1=O.C(#N)C.O=O>C([O-])(=O)C.[Co+2].C([O-])(=O)C>[C:8]12([CH2:3][CH:2]([OH:18])[C:1]([O:5][CH2:6][CH3:7])=[O:4])[CH2:17][CH:12]3[CH2:13][CH:14]([CH2:16][CH:10]([CH2:11]3)[CH2:9]1)[CH2:15]2.[C:8]12([CH2:3][C:2](=[O:18])[C:1]([O:5][CH2:6][CH3:7])=[O:4])[CH2:17][CH:12]3[CH2:13][CH:14]([CH2:16][CH:10]([CH2:11]3)[CH2:9]1)[CH2:15]2.[C:3]12([CH2:2][C:1]([O:5][CH2:6][CH3:7])=[O:4])[CH2:16][CH:10]3[CH2:11][CH:12]([CH2:17][CH:8]([CH2:9]3)[CH2:15]1)[CH2:13]2 |f:5.6.7|. Procedure details: A mixture of 10 mmol of ethyl acrylate, 50 mmol of adamantane, 1 mmol of N-hydroxyphthalimide, 0.01 mmol of cobalt(II) acetate, 0.1 mmol of acetylacetonatocobalt(III), and 54 mmol of acetonitrile was stirred at 70° C. in an oxygen atmosphere (1 atm) for 8 hours. A reaction mixture was concentrated, and the concentrate was subjected to column chromatography on a silica gel to yield ethyl 3-(adamant-1-yl)-2-hydroxypropionate of the following formula (a), ethyl 3-(adamant-1-yl)-2-oxopropionate of t... The reactants are ClC1=CC(=NC2=CC=C(C=C12)C)N1CCS(C2=C(C1)C=CC=C2)(=O)=O (4-(4-chloro-6-methylquinolin-2-yl)-2,3,4,5-tetrahydro-1,4-benzothiazepine 1,1-dioxide), CC1(OCC(O1)CN)C (1-(2,2-dimethyl-1,3-dioxolan-4-yl)methanamine), Cl (hydrochloric acid). The solvent is CO (methanol). Reaction conditions: temperature 160 celsius, time 16 hour. Yields the product O=S1(CCN(CC2=C1C=CC=C2)C2=NC1=CC=C(C=C1C(=C2)NCC(CO)O)C)=O (3-{[2-(1,1-Dioxido-2,3-dihydro-1,4-benzothiazepin-4(5H)-yl)-6-methylquinolin-4-yl]amino}propane-1,2-diol). Isolated yield 30.0%. RXN SMILES: Cl[C:2]1[C:11]2[C:6](=[CH:7][CH:8]=[C:9]([CH3:12])[CH:10]=2)[N:5]=[C:4]([N:13]2[CH2:19][C:18]3[CH:20]=[CH:21][CH:22]=[CH:23][C:17]=3[S:16](=[O:25])(=[O:24])[CH2:15][CH2:14]2)[CH:3]=1.CC1(C)[O:31][CH:30]([CH2:32][NH2:33])[CH2:29][O:28]1.Cl>CO>[O:24]=[S:16]1(=[O:25])[C:17]2[CH:23]=[CH:22][CH:21]=[CH:20][C:18]=2[CH2:19][N:13]([C:4]2[CH:3]=[C:2]([NH:33][CH2:32][CH:30]([OH:31])[CH2:29][OH:28])[C:11]3[C:6](=[CH:7][CH:8]=[C:9]([CH3:12])[CH:10]=3)[N:5]=2)[CH2:14][CH2:15]1. Procedure details: A mixture of 4-(4-chloro-6-methylquinolin-2-yl)-2,3,4,5-tetrahydro-1,4-benzothiazepine 1,1-dioxide (200.0 mg, 0.54 mmol, prepared in analogy to the one in Example 2-1) and 1-(2,2-dimethyl-1,3-dioxolan-4-yl)methanamine (0.5 mL, 3.8 mmol) was heated with stirring at 160° C. for 16 hours. After being cooled to room temperature, the resulting reaction mixture was diluted with methanol (2.0 mL). Concentrated hydrochloric acid (12.0 N, 0.5 mL) was introduced to the above mixture. The resulting mixture... Procedure details: N-Ethyl-2-methyldecahydroquinolinium hydroiodide was prepared according to the method described below. To a solution 100 gm (0.65 mol) of 2-methyldecahydroquinoline (trans and cis) in 350 ml acetonitrile, 111 gm (0.72 mole) of ethyl iodide was added. The mixture was stirred (using an overhead stirrer) at room temperature for 96 hours. Then, an additional ½ mole equivalent of ethyl iodide was added and the mixture was heated at reflux for 6 hours. The reaction mixture was concentrated on a rotary... Reactants: N-ethyl-2-methyl-decahydroquinolinium hydroiodide salts, C(C)(C)O (isopropyl alcohol), CC1NC2CCCCC2CC1 (2-methyldecahydroquinoline), C(C)I (ethyl iodide), C(C)I (ethyl iodide). Yields the product I.C(C)[NH+]1C(CCC2CCCCC12)C (N-ethyl-2-methyl-decahydroquinolinium hydroiodide). RXN SMILES: [CH3:1][CH:2]1[CH2:11][CH2:10][CH:9]2[CH:4]([CH2:5][CH2:6][CH2:7][CH2:8]2)[NH:3]1.[CH2:12]([I:14])[CH3:13].C(O)(C)C>C(#N)C>[IH:14].[CH2:12]([NH+:3]1[CH:4]2[CH:9]([CH2:8][CH2:7][CH2:6][CH2:5]2)[CH2:10][CH2:11][CH:2]1[CH3:1])[CH3:13] |f:4.5|. The solvent is C(C)#N (acetonitrile). Run at time 96 hour. Reactants: C[O-].[Na+] (NaOMe), COC(=O)C1=C(N(C(C(=C1)Br)=O)CC1=CC=C(C=C1)C#N)CN(S(=O)(=O)C1=CC=C(C=C1)C)CC(=O)OC (5-Bromo-1-(4-cyano-benzyl)-2-{[methoxycarbonylmethyl-(toluene-4-sulfonyl)-amino]-methyl}-6-oxo-1,6-dihydro-pyridine-3-carboxylic acid methyl ester), Cl (HCl). Run in CO (MeOH). Reaction conditions: time 16 hour. Yields the product COC(=O)C=1C(=C2C=C(C(N(C2=CN1)CC1=CC=C(C=C1)C#N)=O)Br)O (3-Bromo-1-(4-cyano-benzyl)-5-hydroxy-2-oxo-1,2-dihydro-[1,7]naphthyridine-6-carboxylic acid methyl ester). Yield: 72.7%. RXN SMILES: C[O:2][C:3]([C:5]1[CH:10]=[C:9]([Br:11])[C:8](=[O:12])[N:7]([CH2:13][C:14]2[CH:19]=[CH:18][C:17]([C:20]#[N:21])=[CH:16][CH:15]=2)[C:6]=1[CH2:22][N:23]([CH2:34][C:35]([O:37][CH3:38])=[O:36])S(C1C=CC(C)=CC=1)(=O)=O)=O.C[O-].[Na+].Cl>CO>[CH3:38][O:37][C:35]([C:34]1[C:3]([OH:2])=[C:5]2[C:6](=[CH:22][N:23]=1)[N:7]([CH2:13][C:14]1[CH:15]=[CH:16][C:17]([C:20]#[N:21])=[CH:18][CH:19]=1)[C:8](=[O:12])[C:9]([Br:11])=[CH:10]2)=[O:36] |f:1.2|. Procedure details: 5-Bromo-1-(4-cyano-benzyl)-2-{[methoxycarbonylmethyl-(toluene-4-sulfonyl)-amino]-methyl}-6-oxo-1,6-dihydro-pyridine-3-carboxylic acid methyl ester (2 g, 3.32 mmol) was dissolved in 60 mL of MeOH and placed in ice bath. NaOMe solution (2.3 mL, 9.97 mmol, 4.375 M in MeOH) was added and the mixture was stirred for 16 h at r.t. 1 M HCl was added to acidify the mixture, and the resulting suspension was extracted with CH2Cl2. The organic layer was dried over MgSO4 and concentrated. The crude product w... Reactants: ClC=1C=NC2=CC=C(C=C2C1CCCC1(CCNCC1)C(=O)OCC)OC (ethyl 4-[3-(3-chloro-6-methoxyquinolin-4-yl)propyl]piperidine-4-carboxylate), C([O-])([O-])=O.[K+].[K+] (potassium carbonate), [I-].[K+] (potassium iodide), ClCCSC1CCCC1 ((2-chloroethylthio)cyclopentane). The solvent is C(C)#N (acetonitrile). Conditions: temperature 80 celsius. Product: ClC=1C=NC2=CC=C(C=C2C1CCCC1(CCN(CC1)CCSC1CCCC1)C(=O)OCC)OC (ethyl 4-[3-(3-chloro-6-methoxyquinolin-4-yl)propyl]-1-[2-(cyclopentylthio)ethyl]piperidine-4-carboxylate). The yield is 56.5%. As a reaction SMILES: [Cl:1][C:2]1[CH:3]=[N:4][C:5]2[C:10]([C:11]=1[CH2:12][CH2:13][CH2:14][C:15]1([C:21]([O:23][CH2:24][CH3:25])=[O:22])[CH2:20][CH2:19][NH:18][CH2:17][CH2:16]1)=[CH:9][C:8]([O:26][CH3:27])=[CH:7][CH:6]=2.C(=O)([O-])[O-].[K+].[K+].[I-].[K+].Cl[CH2:37][CH2:38][S:39][CH:40]1[CH2:44][CH2:43][CH2:42][CH2:41]1>C(#N)C>[Cl:1][C:2]1[CH:3]=[N:4][C:5]2[C:10]([C:11]=1[CH2:12][CH2:13][CH2:14][C:15]1([C:21]([O:23][CH2:24][CH3:25])=[O:22])[CH2:20][CH2:19][N:18]([CH2:37][CH2:38][S:39][CH:40]3[CH2:44][CH2:43][CH2:42][CH2:41]3)[CH2:17][CH2:16]1)=[CH:9][C:8]([O:26][CH3:27])=[CH:7][CH:6]=2 |f:1.2.3,4.5|. Procedure details: 1.2 g of ethyl 4-[3-(3-chloro-6-methoxyquinolin-4-yl)propyl]piperidine-4-carboxylate, 0.51 g of potassium carbonate and 0.61 g of potassium iodide were added, at a temperature in the region of 20° C., with stirring and under an inert atmosphere, to a solution of 0.607 g of (2-chloroethylthio)cyclopentane in 50 cm3 of acetonitrile. After heating for 20 hours at a temperature in the region of 80° C., the reaction mixture was cooled to about 20° C., filtered and concentrated under reduced pressure ... Starting materials: CC1=C(C=CC2=C1C=CO2)O (4-Methyl-5-benzofuranol), [H][H] (hydrogen). Reagents/catalysts: [Pd] (palladium on carbon). The solvent is C(C)O (ethanol). Product: CC1=C(C=CC2=C1CCO2)O (2,3-dihydro-4-methyl-5-benzofuranol). As a reaction SMILES: [CH3:1][C:2]1[C:7]2[CH:8]=[CH:9][O:10][C:6]=2[CH:5]=[CH:4][C:3]=1[OH:11].[H][H]>C(O)C.[Pd]>[CH3:1][C:2]1[C:7]2[CH2:8][CH2:9][O:10][C:6]=2[CH:5]=[CH:4][C:3]=1[OH:11]. Procedure details: A solution of 35 (1.86 g, 12.6 mmol) in absolute ethanol (50 mL) was hydrogenated over 10% palladium on carbon catalyst (0.10 g) at 3 atmospheres pressure. After the required amount of hydrogen had been taken up (overnight) the catalyst was removed by filtration and washed with an additional portion of absolute ethanol (20 mL). The combined filtrate and washings were concentrated to a white crystalline solid (1.88 g). Recrystallization from toluene gave 36. The reactants are N#Cc1ccc2[nH]c(C3CC3)cc2c1C(F)(F)F, Fc1ccc(C(F)(F)F)cc1-c1nc(CCl)no1. Yields the product N#Cc1ccc2c(cc(C3CC3)n2Cc2noc(-c3cc(C(F)(F)F)ccc3F)n2)c1C(F)(F)F. As a reaction SMILES: [CH:1]1([c:4]2[nH:5][c:6]3[cH:7][cH:8][c:9]([C:17]#[N:18])[c:10]([C:13]([F:14])([F:15])[F:16])[c:11]3[cH:12]2)[CH2:2][CH2:3]1.[Cl:19][CH2:20][c:21]1[n:22][o:23][c:24](-[c:26]2[c:27]([F:36])[cH:28][cH:29][c:30]([C:32]([F:33])([F:34])[F:35])[cH:31]2)[n:25]1>>[CH:1]1([c:4]2[n:5]([CH2:20][c:21]3[n:22][o:23][c:24](-[c:26]4[c:27]([F:36])[cH:28][cH:29][c:30]([C:32]([F:33])([F:34])[F:35])[cH:31]4)[n:25]3)[c:6]3[cH:7][cH:8][c:9]([C:17]#[N:18])[c:10]([C:13]([F:14])([F:15])[F:16])[c:11]3[cH:12]2)[CH2:2][CH2:3]1.